Dataset: the Open Reaction Database (ORD), a public repository of structured organic reaction records. Task: describe an organic reaction: reactants, conditions, products, and yield Starting materials: CC(C)OC(=O)/N=N/C(=O)OC(C)C (DIAD), C(C1=CC=CC=C1)OC(=O)N1CCC(CC1)C(CC)OC1=CC2=C(C3=NC(=CN3CCO2)C=2N(N=C(N2)C)C(C)C)C=C1 (4-{1-[2-(2-Isopropyl-5-methyl-2H-[1,2,4]triazol-3-yl)-4,5-dihydro-6-oxa-1,3a-diazabenzo[e]azulen-8-yloxy]propyl}piperidine-1-carboxylic acid benzylester), OC(C)C=1C=C(C#N)C=CC1 (3-(1-hydroxyethyl)benzonitrile), C1(=CC=CC=C1)P(C1=CC=CC=C1)C1=CC=CC=C1 (triphenylphosphine). Solvent: O1CCOCC1 (dioxane). Run at time 18 hour. The product is C(C)(C)N1N=C(N=C1C=1N=C2N(CCOC3=C2C=CC(=C3)OC(C)C=3C=C(C#N)C=CC3)C1)C (3-(1-(2-(1-isopropyl-3-methyl-1H-1,2,4-triazol-5-yl)-5,6-dihydrobenzo[f]imidazo[1,2-d][1,4]oxazepin-9-yloxy)ethyl)benzonitrile). Yield: 6.9%. As a reaction SMILES: C(OC(N1CC[CH:14]([CH:17]([O:20][C:21]2[CH:43]=[CH:42][C:24]3[C:25]4[N:29]([CH2:30][CH2:31][O:32][C:23]=3[CH:22]=2)[CH:28]=[C:27]([C:33]2[N:34]([CH:39]([CH3:41])[CH3:40])[N:35]=[C:36]([CH3:38])[N:37]=2)[N:26]=4)CC)CC1)=O)C1C=CC=CC=1.OC([C:47]1[CH:48]=[C:49]([CH:52]=[CH:53][CH:54]=1)[C:50]#[N:51])C.C1(P(C2C=CC=CC=2)C2C=CC=CC=2)C=CC=CC=1.CC(OC(/N=N/C(OC(C)C)=O)=O)C>O1CCOCC1>[CH:39]([N:34]1[C:33]([C:27]2[N:26]=[C:25]3[C:24]4[CH:42]=[CH:43][C:21]([O:20][CH:17]([C:47]5[CH:48]=[C:49]([CH:52]=[CH:53][CH:54]=5)[C:50]#[N:51])[CH3:14])=[CH:22][C:23]=4[O:32][CH2:31][CH2:30][N:29]3[CH:28]=2)=[N:37][C:36]([CH3:38])=[N:35]1)([CH3:41])[CH3:40]. Procedure: To a suspension of 2-(2-isopropyl-5-methyl-2H-[1,2,4]triazol-3-yl)-4,5-dihydro-6-oxa-1,3a-diazabenzo[e]azulen-8-ol from Example 4 (300 mg, 0.92 mmol), 3-(1-hydroxyethyl)benzonitrile (390 mg, 2.65 mmol) and triphenylphosphine (600 mg, 2.28 mmol) in dioxane (10 mL) was added dropwise DIAD (449 ul, 2.28 mmol) and the reaction mixture was stirred at RT for 18 h under an argon atmosphere. Volatiles were removed in vacuo and the resulting residue was purified by column chromatography (Si-PCC, gradient... The reactants are O=C([O-])[O-], COC(=O)c1cc([N+](=O)[O-])ccc1Br, Cc1ccccc1, Nc1ccc(CCc2ccc(Cl)c(Cl)c2)cc1, [Cs+], [Cs+]. Yields the product COC(=O)c1cc([N+](=O)[O-])ccc1Nc1ccc(CCc2ccc(Cl)c(Cl)c2)cc1. As a reaction SMILES: [C:32](=[O:33])([O-:34])[O-:35].[CH3:18][O:19][C:20]([c:21]1[c:22]([Br:30])[cH:23][cH:24][c:25]([N+:27](=[O:28])[O-:29])[cH:26]1)=[O:31].[CH3:38][c:39]1[cH:40][cH:41][cH:42][cH:43][cH:44]1.[Cl:1][c:2]1[cH:3][c:4]([CH2:9][CH2:10][c:11]2[cH:12][cH:13][c:14]([NH2:17])[cH:15][cH:16]2)[cH:5][cH:6][c:7]1[Cl:8].[Cs+:36].[Cs+:37]>>[Cl:1][c:2]1[cH:3][c:4]([CH2:9][CH2:10][c:11]2[cH:12][cH:13][c:14]([NH:17][c:22]3[c:21]([C:20]([O:19][CH3:18])=[O:31])[cH:26][c:25]([N+:27](=[O:28])[O-:29])[cH:24][cH:23]3)[cH:15][cH:16]2)[cH:5][cH:6][c:7]1[Cl:8]. Reactants: NC=1C=C2C(C(NC2=CC1)=O)=CC1=CNC2=NC=CC=C12 (5-amino-3-[(7-azaindol-3-yl) methylen]-2-oxindole), [Cl-].C[NH3+] (methylammonium chloride), O=CC(O)CO (glyceraldehyde), Ice, C#N (HCN), C(#N)[BH3-].[Na+] (sodium cyanoborohydride). Solvent: CO (methanol). Conditions: time 50 hour. Product: OC(CNC=1C=C2C(C(NC2=CC1)=O)=CC1=CNC2=NC=CC=C12)CO (5-(2,3-dihydroxypropylamino)-3-[(7-azaindol-3-yl) methylene]-2-oxindole). Yield: 60.0%. As a reaction SMILES: [NH2:1][C:2]1[CH:3]=[C:4]2[C:8](=[CH:9][CH:10]=1)[NH:7][C:6](=[O:11])[C:5]2=[CH:12][C:13]1[C:21]2[C:16](=[N:17][CH:18]=[CH:19][CH:20]=2)[NH:15][CH:14]=1.[Cl-].C[NH3+].C([BH3-])#N.[Na+].[O:29]=[CH:30][CH:31]([CH2:33]O)[OH:32].C#N>CO>[OH:32][CH:31]([CH2:30][OH:29])[CH2:33][NH:1][C:2]1[CH:3]=[C:4]2[C:8](=[CH:9][CH:10]=1)[NH:7][C:6](=[O:11])[C:5]2=[CH:12][C:13]1[C:21]2[C:16](=[N:17][CH:18]=[CH:19][CH:20]=2)[NH:15][CH:14]=1 |f:1.2,3.4|. Procedure details: To a stirred solution of 5-amino-3-[(7-azaindol-3-yl) methylen]-2-oxindole (2.773 g, 10 mmol) in methanol (30 ml) was added anhydrous methylammonium chloride (0.60 g, 10 mmol). Then sodium cyanoborohydride (0.378 g, 6 mmol) was added in portions. Finally, glyceraldehyde (0.901 g, 10 mmol) was added portionwise over 30 min and the solution stirred at room temperature for 50 h. Ice cold 6N HCl was added until gas evolution (HCN) stopped and the pH of the solution was 2. The methanol was evaporated... Starting materials: O=C([O-])[O-], COS(=O)(=O)OC, COS(=O)(=O)O, [K+], [K+], CN(C)C=O, O, CNC(=O)Cc1ccc(O)c([N+](=O)[O-])c1. The product is CNC(=O)Cc1ccc(OC)c([N+](=O)[O-])c1. RXN SMILES: [C:16](=[O:17])([O-:18])[O-:19].[CH3:22][O:23][S:24]([O:25][CH3:26])(=[O:27])=[O:28].[CH3:29][O:30][S:31](=[O:32])(=[O:33])[OH:34].[K+:20].[K+:21].[O:35]=[CH:36][N:37]([CH3:38])[CH3:39].[OH2:40].[OH:1][c:2]1[c:3]([N+:13](=[O:14])[O-:15])[cH:4][c:5]([CH2:8][C:9](=[O:10])[NH:11][CH3:12])[cH:6][cH:7]1>>[O:1]([c:2]1[c:3]([N+:13](=[O:14])[O-:15])[cH:4][c:5]([CH2:8][C:9](=[O:10])[NH:11][CH3:12])[cH:6][cH:7]1)[CH3:16]. Starting materials: CNC1=CC=CC=C1 (N-methylaniline), C(C)C1=CC(=NC(=N1)N1CC2=CC=CC=C2CC1)Cl (6-ethyl-2-(1,2,3,4-tetrahydroisoquinolin-2-yl)-4-chloropyrimidine). Run in CN(C=O)C (dimethylformamide). Product: Cl.C(C)C1=CC(=NC(=N1)N1CC2=CC=CC=C2CC1)N(C)C1=CC=CC=C1 (6-ethyl-4-(N-methylphenylamino)-2-(1,2,3,4-tetrahydroisoquinolin-2-yl)pyrimidine hydrochloride). The yield is 13.2%. Reaction SMILES: [CH3:1][NH:2][C:3]1[CH:8]=[CH:7][CH:6]=[CH:5][CH:4]=1.[CH2:9]([C:11]1[N:16]=[C:15]([N:17]2[CH2:26][CH2:25][C:24]3[C:19](=[CH:20][CH:21]=[CH:22][CH:23]=3)[CH2:18]2)[N:14]=[C:13]([Cl:27])[CH:12]=1)[CH3:10]>CN(C)C=O>[ClH:27].[CH2:9]([C:11]1[N:16]=[C:15]([N:17]2[CH2:26][CH2:25][C:24]3[C:19](=[CH:20][CH:21]=[CH:22][CH:23]=3)[CH2:18]2)[N:14]=[C:13]([N:2]([C:3]2[CH:8]=[CH:7][CH:6]=[CH:5][CH:4]=2)[CH3:1])[CH:12]=1)[CH3:10] |f:3.4|. Reported procedure: After N-methylaniline(0.10 ml, 9.22 mmol) was added to a mixture solution of 6-ethyl-2-(1,2,3,4-tetrahydroisoquinolin-2-yl)-4-chloropyrimidine(1.20 g, 4.38 mmol) and dimethylformamide(10 ml), 0.22 g of the titled compound was obtained in accordance with the same procedure as in Step 4 of Example 57. The reactants are CO, Cl, O=C(Nc1ccc(C(F)(F)F)cc1)c1cccc(Oc2ccc([N+](=O)[O-])cc2)c1. The product is Nc1ccc(Oc2cccc(C(=O)Nc3ccc(C(F)(F)F)cc3)c2)cc1. Reaction SMILES: [CH3:31][OH:32].[ClH:30].[N+:1]([O-:2])(=[O:3])[c:4]1[cH:5][cH:6][c:7]([O:8][c:9]2[cH:10][c:11]([C:12](=[O:13])[NH:14][c:15]3[cH:16][cH:17][c:18]([C:21]([F:22])([F:23])[F:24])[cH:19][cH:20]3)[cH:25][cH:26][cH:27]2)[cH:28][cH:29]1>>[NH2:1][c:4]1[cH:5][cH:6][c:7]([O:8][c:9]2[cH:10][c:11]([C:12](=[O:13])[NH:14][c:15]3[cH:16][cH:17][c:18]([C:21]([F:22])([F:23])[F:24])[cH:19][cH:20]3)[cH:25][cH:26][cH:27]2)[cH:28][cH:29]1. Procedure: By a method similar to that in Example 22, and using, instead of ethyl 4-oxo-3,4-dihydro-2-quinazolinecarboxylate, ethyl 4-oxo-5-(2-thienyl)-3,4-dihydrothieno[2,3-d]pyrimidine-2-carboxylate obtained in Reference Example 39 and using, instead of 1-[2-({3-[1-(triphenylmethyl)-1H-1,2,4-triazol-3-yl]propyl}oxy)pyridin-4-yl]methaneamine, 1-{3-[(2-{[1-(triphenylmethyl)-1H-1,2,4-triazol-3-yl]oxy}ethyl)oxy]phenyl}methanamine obtained in Reference Example 32, the title compound was obtained as a white po... Starting materials: C1(=CC=CC=C1)C(N1N=C(N=C1)CCCOC1=NC=CC(=C1)CN)(C1=CC=CC=C1)C1=CC=CC=C1 (1-[2-({3-[1-(triphenylmethyl)-1H-1,2,4-triazol-3-yl]propyl}oxy)pyridin-4-yl]methaneamine), C1(=CC=CC=C1)C(N1N=C(N=C1)OCCOC=1C=C(C=CC1)CN)(C1=CC=CC=C1)C1=CC=CC=C1 (1-{3-[(2-{[1-(triphenylmethyl)-1H-1,2,4-triazol-3-yl]oxy}ethyl)oxy]phenyl}methanamine), O=C1NC(=NC2=CC=CC=C12)C(=O)OCC (ethyl 4-oxo-3,4-dihydro-2-quinazolinecarboxylate), O=C1C2=C(N=C(N1)C(=O)OCC)SC=C2C=2SC=CC2 (ethyl 4-oxo-5-(2-thienyl)-3,4-dihydrothieno[2,3-d]pyrimidine-2-carboxylate). Isolated yield 46.0%. Reaction SMILES: O=C1C2C(=CC=CC=2)N=C(C(OCC)=O)N1.[O:17]=[C:18]1[NH:23][C:22]([C:24]([O:26]CC)=O)=[N:21][C:20]2[S:29][CH:30]=[C:31]([C:32]3[S:33][CH:34]=[CH:35][CH:36]=3)[C:19]1=2.C1(C(C2C=CC=CC=2)(C2C=CC=CC=2)N2C=NC(CCCOC3C=C(CN)C=CN=3)=N2)C=CC=CC=1.C1(C(C2C=CC=CC=2)(C2C=CC=CC=2)[N:80]2[CH:84]=[N:83][C:82]([O:85][CH2:86][CH2:87][O:88][C:89]3[CH:90]=[C:91]([CH2:95][NH2:96])[CH:92]=[CH:93][CH:94]=3)=[N:81]2)C=CC=CC=1>>[O:17]=[C:18]1[NH:23][C:22]([C:24]([NH:96][CH2:95][C:91]2[CH:92]=[CH:93][CH:94]=[C:89]([O:88][CH2:87][CH2:86][O:85][C:82]3[N:83]=[CH:84][NH:80][N:81]=3)[CH:90]=2)=[O:26])=[N:21][C:20]2[S:29][CH:30]=[C:31]([C:32]3[S:33][CH:34]=[CH:35][CH:36]=3)[C:19]1=2. Yields the product O=C1C2=C(N=C(N1)C(=O)NCC1=CC(=CC=C1)OCCOC1=NNC=N1)SC=C2C=2SC=CC2 (4-oxo-5-(2-thienyl)-N-[(3-{[2-(1H-1,2,4-triazol-3-yloxy)ethyl]oxy}phenyl)methyl]-3,4-dihydrothieno[2,3-d]pyrimidine-2-carboxamide), powder. The reactants are C(CC)N (n-propylamine), BrCCCCC1(C2=CC=CC=C2C=2C=CC=CC12)C(=O)Cl (9-(4-bromo-butyl)-9H-fluorene-9-carboxylic acid chloride). Product: C(CC)NC(=O)C1(C2=CC=CC=C2C=2C=CC=CC12)CCCCBr (9-(4-bromo-butyl)-9H-fluorene-9-carboxylic acid-(propyl)-amide). RXN SMILES: [CH2:1]([NH2:4])[CH2:2][CH3:3].[Br:5][CH2:6][CH2:7][CH2:8][CH2:9][C:10]1([C:23](Cl)=[O:24])[C:22]2[CH:21]=[CH:20][CH:19]=[CH:18][C:17]=2[C:16]2[C:11]1=[CH:12][CH:13]=[CH:14][CH:15]=2>>[CH2:1]([NH:4][C:23]([C:10]1([CH2:9][CH2:8][CH2:7][CH2:6][Br:5])[C:22]2[CH:21]=[CH:20][CH:19]=[CH:18][C:17]=2[C:16]2[C:11]1=[CH:12][CH:13]=[CH:14][CH:15]=2)=[O:24])[CH2:2][CH3:3]. Procedure: Prepared analogously to Example 1c from n-propylamine and 9-(4-bromo-butyl)-9H-fluorene-9-carboxylic acid chloride. Reactants: P(OCC)(OCC)OCC (triethyl phosphite), C1(=CC=CC=C1)C (toluene), C=CC=C (1,3-butadiene), C(C)O[Al](CC)CC (ethoxy-diethylaluminium), C=CC=C (1,3-butadiene), [S] (sulfur), C=CC=C (butadiene), C=CC=C (1,3-butadiene), C=CC=C (1,3-butadiene), C(C(C)C)=NC=C(C)C (N-isobutylidene-2-methylpropenylamine). Reagents/catalysts: C/C(=C/C(=O)C)/[O-].C/C(=C/C(=O)C)/[O-].[Ni+2] (nickel acetylacetonate). The product is CC1(C=NC(CC=CCCC=CC1)C(C)C)C (3,3-dimethyl-12-isopropyl-1-aza-1,5,9-cyclododecatriene). Yield: 9120.0%. As a reaction SMILES: P(OCC)(OCC)O[CH2:3]C.C=CC=C.C(O[Al](CC)CC)C.[CH:23](=[N:27][CH:28]=[C:29]([CH3:31])[CH3:30])[CH:24]([CH3:26])[CH3:25].[S].[C:33]1([CH3:39])[CH:38]=[CH:37][CH:36]=[CH:35][CH:34]=1>C/C(/[O-])=C/C(C)=O.C/C(/[O-])=C/C(C)=O.[Ni+2]>[CH3:30][C:29]1([CH3:3])[CH2:31][CH:38]=[CH:37][CH2:36][CH2:35][CH:34]=[CH:33][CH2:39][CH:23]([CH:24]([CH3:26])[CH3:25])[N:27]=[CH:28]1 |f:6.7.8,^3:31|. Procedure details: 2.57 g (0.01 mol) of nickel acetylacetonate and 1.66 g (0.01 mol) of triethyl phosphite are dissolved in 120 g of absolute toluene under protective gas (argon), whereupon the solution is saturated at 20°-25° C. with 1,3-butadiene. There is subsequently slowly added dropwise, whilst a weak flow of 1,3-butadiene is being introduced, 3.9 g (0.03 mol) of ethoxy-diethylaluminium. The mixture is heated to 60° C. and, as a strong flow of 1,3-butadiene is being fed in, 122.5 g (0.98 mol) of N-isobutylid... The reactants are C([O-])([O-])=O.[K+].[K+] (potassium carbonate), C(C)(C)(C)N1N=CC(=C(C1=O)Cl)S (2-tert.butyl-4-chloro-5-mercapto-3(2H)-pyridazinone), FC(C(OC(F)(F)F)F)(OCC1CCC(CC1)CBr)F (4-(1,1,2-trifluoro-2-trifluoromethoxyethoxy)methyl-cyclohexylmethyl-bromide). Run in CN(C=O)C (dimethylformamide), CCOCC (ether). Run at time 2 hour. Yields the product C(C)(C)(C)N1N=CC(=C(C1=O)Cl)SCC1CCC(CC1)COC(C(OC(F)(F)F)F)(F)F (2-tert.butyl-4-chloro-5-[4-(1,1,2-trifluoro-2-trifluoromethoxy-ethoxy)methyl-cyclohexyl]methylthio-3(2H)-pyridazinone). The yield is 37.1%. RXN SMILES: C(=O)([O-])[O-].[K+].[K+].[C:7]([N:11]1[C:16](=[O:17])[C:15]([Cl:18])=[C:14]([SH:19])[CH:13]=[N:12]1)([CH3:10])([CH3:9])[CH3:8].[F:20][C:21]([F:39])([O:29][CH2:30][CH:31]1[CH2:36][CH2:35][CH:34]([CH2:37]Br)[CH2:33][CH2:32]1)[CH:22]([F:28])[O:23][C:24]([F:27])([F:26])[F:25]>CN(C)C=O.CCOCC>[C:7]([N:11]1[C:16](=[O:17])[C:15]([Cl:18])=[C:14]([S:19][CH2:37][CH:34]2[CH2:35][CH2:36][CH:31]([CH2:30][O:29][C:21]([F:20])([F:39])[CH:22]([F:28])[O:23][C:24]([F:26])([F:27])[F:25])[CH2:32][CH2:33]2)[CH:13]=[N:12]1)([CH3:10])([CH3:8])[CH3:9] |f:0.1.2|. Reported procedure: To a suspension of 0.47 g of potassium carbonate in 10 ml of dimethylformamide, 0.75 g of 2-tert.butyl-4-chloro-5-mercapto-3(2H)-pyridazinone and 1.3 g of 4-(1,1,2-trifluoro-2-trifluoromethoxyethoxy)methyl-cyclohexylmethyl-bromide. Were added it was stirred for 2 hours at room temperature, it was diluted with ether, then it was washed with diluted HCl and brine; it was anhydrified, the solvent was evaporated and the obtained rough product was eluted by silica gel chromatography with hexane/ethyl...